This data is from the Open Reaction Database (ORD), a public repository of structured organic reaction records. The task is: describe an organic reaction: reactants, conditions, products, and yield The reactants are Brc1cncc(Oc2cncnc2)c1, CC(C)(C)OC(N)=O, CC(C)c1cc(C(C)C)c(-c2ccccc2P(C(C)(C)C)C(C)(C)C)c(C(C)C)c1, CC(C)(C)[O-], Cc1ccccc1, O=C(C=Cc1ccccc1)C=Cc1ccccc1, ClC(Cl)Cl, O=C(C=Cc1ccccc1)C=Cc1ccccc1, O=C(C=Cc1ccccc1)C=Cc1ccccc1, [Na+], [Pd], [Pd]. Product: CC(C)(C)OC(=O)Nc1cncc(Oc2cncnc2)c1. As a reaction SMILES: [Br:1][c:2]1[cH:3][c:4]([O:8][c:9]2[cH:10][n:11][cH:12][n:13][cH:14]2)[cH:5][n:6][cH:7]1.[C:15]([NH2:16])([O:17][C:18]([CH3:19])([CH3:20])[CH3:21])=[O:22].[C:29]([P:30]([C:31]([CH3:32])([CH3:33])[CH3:34])[c:35]1[cH:36][cH:37][cH:38][cH:39][c:40]1-[c:41]1[c:42]([CH:43]([CH3:44])[CH3:45])[cH:46][c:47]([CH:48]([CH3:49])[CH3:50])[cH:51][c:52]1[CH:53]([CH3:54])[CH3:55])([CH3:56])([CH3:57])[CH3:58].[CH3:23][C:24]([CH3:25])([O-:26])[CH3:27].[CH3:59][c:60]1[cH:61][cH:62][cH:63][cH:64][cH:65]1.[CH:108](=[CH:109][C:110]([CH:111]=[CH:112][c:113]1[cH:114][cH:115][cH:116][cH:117][cH:118]1)=[O:119])[c:120]1[cH:121][cH:122][cH:123][cH:124][cH:125]1.[CH:66]([Cl:67])([Cl:68])[Cl:69].[CH:72](=[CH:73][C:74]([CH:75]=[CH:76][c:77]1[cH:78][cH:79][cH:80][cH:81][cH:82]1)=[O:83])[c:84]1[cH:85][cH:86][cH:87][cH:88][cH:89]1.[CH:90](=[CH:91][C:92]([CH:93]=[CH:94][c:95]1[cH:96][cH:97][cH:98][cH:99][cH:100]1)=[O:101])[c:102]1[cH:103][cH:104][cH:105][cH:106][cH:107]1.[Na+:28].[Pd:70].[Pd:71]>>[c:2]1([NH:16][C:15]([O:17][C:18]([CH3:19])([CH3:20])[CH3:21])=[O:22])[cH:3][c:4]([O:8][c:9]2[cH:10][n:11][cH:12][n:13][cH:14]2)[cH:5][n:6][cH:7]1. The reactants are C([O-])([O-])=O.[K+].[K+] (Potassium carbonate), IC (iodomethane), OC=1C2C(N(C(C1C1=NS(C3=C(N1)C=CC(=C3)NS(=O)(=O)C)(=O)=O)=O)CCC(C)C)CCCCC2 (N-{3-[4-hydroxy-1-(3-methyl-butyl)-2-oxo-2,4a,5,6,7,8,9,9a-octahydro-1H-cyclohepta[b]pyridin-3-yl]-1,1-dioxo-1,4-dihydro-1λ6-benzo[1,2,4]thiadiazin-7-yl}-methanesulfonamide). Solvent: CN(C=O)C (N,N-dimethylformamide). Reaction conditions: temperature 25 celsius, time 2 hour. Yields the product OC=1C2C(N(C(C1C1=NS(C3=C(N1)C=CC(=C3)N(S(=O)(=O)C)C)(=O)=O)=O)CCC(C)C)CCCCC2 (N-{3-[4-hydroxy-1-(3-methyl-butyl)-2-oxo-2,4a,5,6,7,8,9,9a-octahydro-1H-cyclohepta[b]pyridin-3-yl]-1,1-dioxo-1,4-dihydro-1λ6-benzo[1,2,4]thiadiazin-7-yl}-N-methyl-methanesulfonamide). Isolated yield 34.4%. As a reaction SMILES: [C:1](=O)([O-])[O-].[K+].[K+].IC.[OH:9][C:10]1[CH:11]2[CH2:43][CH2:42][CH2:41][CH2:40][CH2:39][CH:12]2[N:13]([CH2:34][CH2:35][CH:36]([CH3:38])[CH3:37])[C:14](=[O:33])[C:15]=1[C:16]1[NH:21][C:20]2[CH:22]=[CH:23][C:24]([NH:26][S:27]([CH3:30])(=[O:29])=[O:28])=[CH:25][C:19]=2[S:18](=[O:32])(=[O:31])[N:17]=1>CN(C)C=O>[OH:9][C:10]1[CH:11]2[CH2:43][CH2:42][CH2:41][CH2:40][CH2:39][CH:12]2[N:13]([CH2:34][CH2:35][CH:36]([CH3:38])[CH3:37])[C:14](=[O:33])[C:15]=1[C:16]1[NH:21][C:20]2[CH:22]=[CH:23][C:24]([N:26]([CH3:1])[S:27]([CH3:30])(=[O:29])=[O:28])=[CH:25][C:19]=2[S:18](=[O:31])(=[O:32])[N:17]=1 |f:0.1.2|. Procedure details: Potassium carbonate (0.067 g, 0.488 mmol) and iodomethane (0.017 mL, 0.268 mmol) were added sequentially to a solution of N-{3-[4-hydroxy-1-(3-methyl-butyl)-2-oxo-2,4a,5,6,7,8,9,9a-octahydro-1H-cyclohepta[b]pyridin-3-yl]-1,1-dioxo-1,4-dihydro-1λ6-benzo[1,2,4]thiadiazin-7-yl}-methanesulfonamide (prepared as described in Example 33b, 0.128 g, 0.244 mmol) in N,N-dimethylformamide (4 mL) at 25° C. The reaction mixture was stirred at 25° C. for 2 h, and then was partitioned between ethyl acetate (30 ... Reactants: C(CCC)C=1NC(=C(N1)Cl)C(=O)OC (Methyl 2-butyl-4-chloro-1H-imidazole-5-carboxylate), [H-].[Na+] (sodium hydride), BrCC1=CC=C(C=C1)C1=C(C=CC=C1)C=1C(C(C1OC(C)C)=O)=O (3-(4'-bromomethylbiphenyl-2-yl)-4-isopropoxycyclobut-3-ene-1,2-dione). The solvent is CN(C=O)C (dimethylformamide), CN(C=O)C (dimethyl formamide). Run at time 30 minute. The product is C(CCC)C=1N(C(=C(N1)Cl)C(=O)OC)CC1=CC=C(C=C1)C1=C(C=CC=C1)C1=C(C(C1=O)=O)OC(C)C (methyl 2-butyl-4-chloro-1-[2'-(2-isopropoxy-3,4-dioxocyclobut-1-en-1-yl)biphenyl-4-ylmethyl]-1H-imidazole-5-carboxylate). As a reaction SMILES: [CH2:1]([C:5]1[NH:6][C:7]([C:11]([O:13][CH3:14])=[O:12])=[C:8]([Cl:10])[N:9]=1)[CH2:2][CH2:3][CH3:4].[H-].[Na+].Br[CH2:18][C:19]1[CH:24]=[CH:23][C:22]([C:25]2[CH:30]=[CH:29][CH:28]=[CH:27][C:26]=2[C:31]2[C:32](=[O:40])[C:33](=[O:39])[C:34]=2[O:35][CH:36]([CH3:38])[CH3:37])=[CH:21][CH:20]=1>CN(C)C=O>[CH2:1]([C:5]1[N:6]([CH2:18][C:19]2[CH:20]=[CH:21][C:22]([C:25]3[CH:30]=[CH:29][CH:28]=[CH:27][C:26]=3[C:31]3[C:32](=[O:40])[C:33](=[O:39])[C:34]=3[O:35][CH:36]([CH3:38])[CH3:37])=[CH:23][CH:24]=2)[C:7]([C:11]([O:13][CH3:14])=[O:12])=[C:8]([Cl:10])[N:9]=1)[CH2:2][CH2:3][CH3:4] |f:1.2|. Reported procedure: Methyl 2-butyl-4-chloro-1H-imidazole-5-carboxylate (0.19 g) was added to a stirring suspension of sodium hydride (60% dispersion in mineral oil; 35 mg) in dry dimethylformamide (2 ml) at ambient temperature under a nitrogen atmosphere and stirring was continued for 30 minutes. A solution of 3-(4'-bromomethylbiphenyl-2-yl)-4-isopropoxycyclobut-3-ene-1,2-dione (0.64 g; preparable as in Example 1(c)) in dry dimethyl formamide (3 ml) was added and stirring was continued for 24 hours. The reaction mi... The reactants are C(C)(C)(C)[SiH2]OC(C=1OC=CN1)(C)C (2-(tert-Butyl-dimethyl-silanyloxymethyl)-oxazole), C(Br)(Br)(Br)Br (carbontetrabromide). Procedure: To a solution of 2-(tert-Butyl-dimethyl-silanyloxymethyl)-oxazole) (0.35 g, 1.643 mmol) in dry tetrahydrofuran (8 mL) is added n-Butyl litihum (0.26 g, 4.107 mmol) drop wise under nitrogen atmosphere at −78° C. then stirred at −40° C. for 2 hours. The reaction mixture is again cooled to −78° C. then added carbontetrabromide (1.36 g, 4.107 mmol) and stirred to room temperature for 14 hours. Reaction mixture is diluted with saturated ammonium chloride solution and extracted with ethyl acetate. Org... Reaction SMILES: [C:1]([SiH2:5][O:6][C:7]([CH3:14])([CH3:13])[C:8]1[O:9][CH:10]=[CH:11][N:12]=1)([CH3:4])([CH3:3])[CH3:2].C(Br)(Br)(Br)[Br:16]>O1CCCC1.[Cl-].[NH4+]>[Br:16][C:10]1[O:9][C:8]([C:7]([CH3:14])([CH3:13])[O:6][SiH2:5][C:1]([CH3:4])([CH3:2])[CH3:3])=[N:12][CH:11]=1 |f:3.4|. Conditions: temperature -40 celsius, time 2 hour. Run in O1CCCC1 (tetrahydrofuran), [Cl-].[NH4+] (ammonium chloride). Yields the product BrC1=CN=C(O1)C(O[SiH2]C(C)(C)C)(C)C (5-Bromo-2-(tert-butyl-dimethyl-silanyloxymethyl)-oxazole). Starting materials: N#Cc1ccc(N2C(=O)C3(CCC3)N(c3ccc(CCCC(=O)O)cc3)C2=S)cc1C(F)(F)F, CS(N)(=O)=O, CN(C)c1ccncc1, O=C(Cl)c1c(Cl)cc(Cl)cc1Cl, ClCCl. Yields the product CS(=O)(=O)NC(=O)CCCc1ccc(N2C(=S)N(c3ccc(C#N)c(C(F)(F)F)c3)C(=O)C23CCC3)cc1. RXN SMILES: [C:1](#[N:2])[c:3]1[c:4]([C:31]([F:32])([F:33])[F:34])[cH:5][c:6]([N:9]2[C:10](=[S:30])[N:11]([c:18]3[cH:19][cH:20][c:21]([CH2:24][CH2:25][CH2:26][C:27](=[O:28])[OH:29])[cH:22][cH:23]3)[C:12]3([CH2:13][CH2:14][CH2:15]3)[C:16]2=[O:17])[cH:7][cH:8]1.[CH3:47][S:48](=[O:49])(=[O:50])[NH2:51].[CH3:52][N:53]([CH3:54])[c:55]1[cH:56][cH:57][n:58][cH:59][cH:60]1.[Cl:35][c:36]1[cH:37][c:38]([Cl:39])[cH:40][c:41]([Cl:42])[c:43]1[C:44]([Cl:45])=[O:46].[Cl:61][CH2:62][Cl:63]>>[C:1](#[N:2])[c:3]1[c:4]([C:31]([F:32])([F:33])[F:34])[cH:5][c:6]([N:9]2[C:10](=[S:30])[N:11]([c:18]3[cH:19][cH:20][c:21]([CH2:24][CH2:25][CH2:26][C:27](=[O:29])[NH:51][S:48]([CH3:47])(=[O:49])=[O:50])[cH:22][cH:23]3)[C:12]3([CH2:13][CH2:14][CH2:15]3)[C:16]2=[O:17])[cH:7][cH:8]1. The reactants are C(C)(C)N(C(C)C)CC (N,N-diisopropylethylamine), ClC1=NC(=NC(=C1)Cl)N[C@@H](C)C1=CC=C(C=C1)F ((S)-4,6-dichloro-N-[1-(4-fluorophenyl)ethyl]pyrimidine-2-amine), N1C(CNCC1=O)=O (piperazine-2,6-dione). Run in CN(C=O)C (N,N-dimethylformamide), O1CCCC1 (tetrahydrofuran), C(C)(=O)OCC (ethyl acetate). Reaction conditions: temperature 80 celsius, time 32 hour. The product is ClC1=CC(=NC(=N1)N[C@@H](C)C1=CC=C(C=C1)F)N1CC(NC(C1)=O)=O ((S)-4-{6-Chloro-2-[1-(4-fluorophenyl)ethylamino]pyrimidin-4-yl}piperazine-2,6-dione). The yield is 58.8%. RXN SMILES: Cl[C:2]1[CH:7]=[C:6]([Cl:8])[N:5]=[C:4]([NH:9][C@H:10]([C:12]2[CH:17]=[CH:16][C:15]([F:18])=[CH:14][CH:13]=2)[CH3:11])[N:3]=1.[NH:19]1[C:24](=[O:25])[CH2:23][NH:22][CH2:21][C:20]1=[O:26].C(N(CC)C(C)C)(C)C>O1CCCC1.CN(C)C=O.C(OCC)(=O)C>[Cl:8][C:6]1[N:5]=[C:4]([NH:9][C@H:10]([C:12]2[CH:17]=[CH:16][C:15]([F:18])=[CH:14][CH:13]=2)[CH3:11])[N:3]=[C:2]([N:22]2[CH2:23][C:24](=[O:25])[NH:19][C:20](=[O:26])[CH2:21]2)[CH:7]=1. Procedure details: 182 mg of (S)-4,6-dichloro-N-[1-(4-fluorophenyl)ethyl]pyrimidine-2-amine (Reference Example 1) and 80 mg of piperazine-2,6-dione were dissolved in 2 ml of tetrahydrofuran and 2 ml of N,N-dimethylformamide, and 122 μl of N,N-diisopropylethylamine was added thereto, and the mixture was stirred at 80° C. for 32 hours. The reaction solution was air-cooled to room temperature, and then diluted with ethyl acetate. The solution was washed with water and then dried over magnesium sulfate. The solvent wa... The reactants are C(#N)CC1OC2=CC=CC=C2CC1 (2-cyanomethylchroman), [Cl-].[Al+3].[Cl-].[Cl-] (aluminium chloride), [H-].[Al+3].[Li+].[H-].[H-].[H-] (lithium aluminium hydride), [OH-].[Na+] (sodium hydroxide). Run in O1CCCC1 (tetrahydrofuran), O (water), C(C)OCC (diethyl ether), C(C)OCC (diethyl ether), O (water). Product: NCCC1OC2=CC=CC=C2CC1 (2-(2-aminoethyl)chroman). Isolated yield 98.7%. Reaction SMILES: [Cl-].[Al+3].[Cl-].[Cl-].[H-].[Al+3].[Li+].[H-].[H-].[H-].[C:11]([CH2:13][CH:14]1[CH2:23][CH2:22][C:21]2[C:16](=[CH:17][CH:18]=[CH:19][CH:20]=2)[O:15]1)#[N:12].[OH-].[Na+]>C(OCC)C.O1CCCC1.O>[NH2:12][CH2:11][CH2:13][CH:14]1[CH2:23][CH2:22][C:21]2[C:16](=[CH:17][CH:18]=[CH:19][CH:20]=2)[O:15]1 |f:0.1.2.3,4.5.6.7.8.9,11.12|. Procedure details: First, at room temperature and while stirring, 2.2 g (16.5 mmol) of aluminium chloride in 70 ml of absolute diethyl ether are added dropwise to a suspension of 3.8 g (100 mmol) of lithium aluminium hydride in 150 ml of absolute diethyl ether. Then 8.66 g (50 mmol) of 2-cyanomethylchroman in 70 ml of absolute tetrahydrofuran are added dropwise within a period of 20 minutes. The reaction mixture is stirred for a further 16 hours at room temperature and then carefully decomposed with 3.8 ml of wate...